This data is from the Open Reaction Database (ORD), a public repository of structured organic reaction records. The task is: describe an organic reaction: reactants, conditions, products, and yield Product: N1(CCC2C1CNCC2)C(=O)OC(C)(C)C (tert-butyl octahydro-1H-pyrrolo[2,3-c]pyridine-1-carboxylate). Reagents/catalysts: O=[Pt]=O (PtO2). Reaction SMILES: [N:1]1([C:10]([O:12][C:13]([CH3:16])([CH3:15])[CH3:14])=[O:11])[C:5]2=[CH:6][N:7]=[CH:8][CH:9]=[C:4]2[CH:3]=[CH:2]1.[H][H]>CC(O)=O.C(OCC)(=O)C.O=[Pt]=O>[N:1]1([C:10]([O:12][C:13]([CH3:16])([CH3:15])[CH3:14])=[O:11])[CH:5]2[CH2:6][NH:7][CH2:8][CH2:9][CH:4]2[CH2:3][CH2:2]1. Reactants: N1(C=CC=2C1=CN=CC2)C(=O)OC(C)(C)C (tert-butyl 1H-pyrrolo[2,3-c]pyridine-1-carboxylate), [H][H] (hydrogen), crude material. Reaction conditions: time 12 hour. Isolated yield 101.8%. Procedure details: To a solution of tert-butyl 1H-pyrrolo[2,3-c]pyridine-1-carboxylate (0.5 g, 2.3 mmol) in AcOH (15 mL) was added PtO2 (0.25 g, 1.1 mmol). The mixture was treated with an atmosphere of hydrogen atmosphere (60 psi) and stirred for 12 h at rt. The suspension was filtered through a pad celite and concentrated in vacuo to afford a residue. The crude material was diluted with ethyl acetate (50 mL) and washed with sat. NaHCO3 (100 mL), the organic phase was separated, dried (Na2SO4) filtered and concent... Run in CC(=O)O (AcOH), C(C)(=O)OCC (ethyl acetate). Reactants: CC(=O)O, NOS(=O)(=O)O, [Na+], O=C([O-])O, CCCn1c(=O)c2[nH]c(C3C4CC5C(C4=O)C53)nc2n(CCC)c1=O. Yields the product CCCn1c(=O)c2[nH]c(C3C4CC5C(C(=O)N4)C53)nc2n(CCC)c1=O. Reaction SMILES: [C:37]([OH:38])(=[O:39])[CH3:40].[NH2:26][O:27][S:28]([OH:29])(=[O:30])=[O:31].[Na+:36].[O-:32][C:33]([OH:34])=[O:35].[O:1]=[C:2]1[CH:3]2[CH:4]([c:9]3[n:10][c:11]4[n:12]([CH2:23][CH2:24][CH3:25])[c:13](=[O:22])[n:14]([CH2:19][CH2:20][CH3:21])[c:15](=[O:18])[c:16]4[nH:17]3)[CH:5]3[CH:6]([CH:7]13)[CH2:8]2>>[O:1]=[C:2]1[CH:7]2[CH:5]3[CH:4]([c:9]4[n:10][c:11]5[n:12]([CH2:23][CH2:24][CH3:25])[c:13](=[O:22])[n:14]([CH2:19][CH2:20][CH3:21])[c:15](=[O:18])[c:16]5[nH:17]4)[CH:3]([CH2:8][CH:6]32)[NH:26]1. The reactants are Cc1ncc2sccn12, ClCCl, [Na+], CN(C)C=O, [OH-], O, O=P(Cl)(Cl)Cl. Product: Cc1nc(C=O)c2sccn12. Reaction SMILES: [CH3:11][c:12]1[n:13][cH:14][c:15]2[s:16][cH:17][cH:18][n:19]12.[Cl:22][CH2:23][Cl:24].[Na+:21].[O:1]=[CH:2][N:3]([CH3:4])[CH3:5].[OH-:20].[OH2:25].[P:6]([Cl:7])([Cl:8])([Cl:9])=[O:10]>>[O:1]=[CH:2][c:14]1[n:13][c:12]([CH3:11])[n:19]2[c:15]1[s:16][cH:17][cH:18]2. The reactants are CI, CN(C)C=O, [H-], [Na+], [Na+], O=C([O-])O, COCCCN1CCOc2ccc(COC3CN(C(=O)OCc4ccccc4)CCC3c3ccc(COc4cccc5[nH]ccc45)cc3)cc21. Product: COCCCN1CCOc2ccc(COC3CN(C(=O)OCc4ccccc4)CCC3c3ccc(C(C)Oc4cccc5[nH]ccc45)cc3)cc21. As a reaction SMILES: [CH3:51][I:52].[CH3:60][N:61]([CH3:62])[CH:63]=[O:64].[H-:53].[Na+:54].[Na+:55].[OH:56][C:57](=[O:58])[O-:59].[nH:1]1[cH:2][cH:3][c:4]2[c:5]([O:10][CH2:11][c:12]3[cH:13][cH:14][c:15]([CH:18]4[CH:19]([O:34][CH2:35][c:36]5[cH:37][cH:38][c:39]6[c:40]([cH:50]5)[N:41]([CH2:45][CH2:46][CH2:47][O:48][CH3:49])[CH2:42][CH2:43][O:44]6)[CH2:20][N:21]([C:24](=[O:25])[O:26][CH2:27][c:28]5[cH:29][cH:30][cH:31][cH:32][cH:33]5)[CH2:22][CH2:23]4)[cH:16][cH:17]3)[cH:6][cH:7][cH:8][c:9]12>>[nH:1]1[cH:2][cH:3][c:4]2[c:5]([O:10][CH:11]([c:12]3[cH:13][cH:14][c:15]([CH:18]4[CH:19]([O:34][CH2:35][c:36]5[cH:37][cH:38][c:39]6[c:40]([cH:50]5)[N:41]([CH2:45][CH2:46][CH2:47][O:48][CH3:49])[CH2:42][CH2:43][O:44]6)[CH2:20][N:21]([C:24](=[O:25])[O:26][CH2:27][c:28]5[cH:29][cH:30][cH:31][cH:32][cH:33]5)[CH2:22][CH2:23]4)[cH:16][cH:17]3)[CH3:57])[cH:6][cH:7][cH:8][c:9]12. Starting materials: NC=1C=CC2=C(C(=NC(C(N2C)=O)(C)C)C2=C(C=CC=C2)Cl)C1 (7-amino-5-(o-chlorophenyl)-1,3-dihydro-1,3,3-trimethyl-2H-1,4-benzodiazepin-2-one), ClCl (chlorine). The solvent is C(C)(=O)O (acetic acid), C(C)(=O)O (acetic acid). Yields the product NC=1C=CC2=C(C(=NC(C(N2C)=O)(C)C)C2=C(C=CC=C2)Cl)C1Cl (7-amino-6-chloro-5-(o-chlorophenyl)-1,3-dihydro-1,3,3-trimethyl-2H-1,4-benzodiazepin-2-one). As a reaction SMILES: [NH2:1][C:2]1[CH:3]=[CH:4][C:5]2[N:11]([CH3:12])[C:10](=[O:13])[C:9]([CH3:15])([CH3:14])[N:8]=[C:7]([C:16]3[CH:21]=[CH:20][CH:19]=[CH:18][C:17]=3[Cl:22])[C:6]=2[CH:23]=1.[Cl:24]Cl>C(O)(=O)C>[NH2:1][C:2]1[CH:3]=[CH:4][C:5]2[N:11]([CH3:12])[C:10](=[O:13])[C:9]([CH3:15])([CH3:14])[N:8]=[C:7]([C:16]3[CH:21]=[CH:20][CH:19]=[CH:18][C:17]=3[Cl:22])[C:6]=2[C:23]=1[Cl:24]. Reported procedure: 17 g (0.052 mol) of 7-amino-5-(o-chlorophenyl)-1,3-dihydro-1,3,3-trimethyl-2H-1,4-benzodiazepin-2-one in 100 ml of glacial acetic acid are treated slowly with a solution of 4 g of chlorine gas in 50 ml of glacial acetic acid. The reaction mixture is stirred at room temperature, evaporated after 60 minutes and the residue is treated with aqueous ammonia and methylene chloride. After extracting the aqueous phase with methylene chloride, the organic extract is dried and evaporated. The crude produc... The reactants are ClC(Cl)Cl, Cl, O=C(O)C(c1ccc(F)cc1)c1ccc(F)cc1, CC(C)C(=O)Nc1cccc(C2CCN(CCCN)CC2)c1. The product is CC(C)C(=O)Nc1cccc(C2CCN(CCCNC(=O)C(c3ccc(F)cc3)c3ccc(F)cc3)CC2)c1. RXN SMILES: [Cl:42][CH:43]([Cl:44])[Cl:45].[ClH:41].[F:1][c:2]1[cH:3][cH:4][c:5]([CH:8]([C:9](=[O:10])[OH:11])[c:12]2[cH:13][cH:14][c:15]([F:18])[cH:16][cH:17]2)[cH:6][cH:7]1.[NH2:19][CH2:20][CH2:21][CH2:22][N:23]1[CH2:24][CH2:25][CH:26]([c:29]2[cH:30][c:31]([NH:35][C:36]([CH:37]([CH3:38])[CH3:39])=[O:40])[cH:32][cH:33][cH:34]2)[CH2:27][CH2:28]1>>[F:1][c:2]1[cH:3][cH:4][c:5]([CH:8]([C:9](=[O:11])[NH:19][CH2:20][CH2:21][CH2:22][N:23]2[CH2:24][CH2:25][CH:26]([c:29]3[cH:30][c:31]([NH:35][C:36]([CH:37]([CH3:38])[CH3:39])=[O:40])[cH:32][cH:33][cH:34]3)[CH2:27][CH2:28]2)[c:12]2[cH:13][cH:14][c:15]([F:18])[cH:16][cH:17]2)[cH:6][cH:7]1.